This data is from the Open Reaction Database (ORD), a public repository of structured organic reaction records. The task is: describe an organic reaction: reactants, conditions, products, and yield Starting materials: C(=C)C=1C=NC=CC1 (3-vinylpyridine), C=CC1=CC=CC=C1 (styrene), C(C1=CC=CC=C1)(=O)OOC(C1=CC=CC=C1)=O (benzoyl-peroxide). Run in O (water). Conditions: temperature 60 celsius. The product is C(=C)C=1C=NC=CC1.C=CC1=CC=CC=C1 (3-vinylpyridine styrene). As a reaction SMILES: [CH:1]([C:3]1[CH:4]=[N:5][CH:6]=[CH:7][CH:8]=1)=[CH2:2].[CH2:9]=[CH:10][C:11]1[CH:16]=[CH:15][CH:14]=[CH:13][CH:12]=1.C(OOC(=O)C1C=CC=CC=1)(=O)C1C=CC=CC=1>O>[CH:1]([C:3]1[CH:4]=[N:5][CH:6]=[CH:7][CH:8]=1)=[CH2:2].[CH2:9]=[CH:10][C:11]1[CH:16]=[CH:15][CH:14]=[CH:13][CH:12]=1 |f:4.5|. Procedure details: Into a glass tube were placed 10.514 g. freshly distilled 3-vinylpyridine, 10.415 g. freshly distilled styrene and 0.100 g. benzoyl-peroxide. The mixture was maintained at 60°C in an oil bath for 24 hr. The resulting polymer solution was poured into 10 times the volume of rapidly stirred water, filtered and dried to give a 3-vinylpyridine-styrene copolymer. The product is C(C)OC(=O)N1CCC2=C(CC1)C=C(S2)Br (2-Bromo-4,5,7,8-tetrahydro-thieno[2,3-d]azepine-6-carboxylic acid ethyl ester). Conditions: time 15 minute. As a reaction SMILES: [CH2:1]([O:3][C:4]([N:6]1[CH2:12][CH2:11][C:10]2[CH:13]=[CH:14][S:15][C:9]=2[CH2:8][CH2:7]1)=[O:5])[CH3:2].CC(O)=O.C1C(=O)N([Br:27])C(=O)C1>C(Cl)(Cl)Cl>[CH2:1]([O:3][C:4]([N:6]1[CH2:12][CH2:11][C:10]2[CH:13]=[C:14]([Br:27])[S:15][C:9]=2[CH2:8][CH2:7]1)=[O:5])[CH3:2]. Starting materials: CC(=O)O (HOAc), C1CC(=O)N(C1=O)Br (NBS), C(C)OC(=O)N1CCC2=C(CC1)C=CS2 (4,5,7,8-Tetrahydro-thieno[2,3-d]azepine-6-carboxylic acid ethyl ester). Isolated yield 98.6%. Reported procedure: The product of Example 1, step (d) (80 mg, 0.35 mmol) was dissolved in 2 mL of 1:1 CHCl3:HOAc and treated with NBS (62 mg, 0.35 mmol). After 15 minutes, the reaction was concentrated to dryness, dissolved in a minimal amount of EtOAc and filtered through a pad of silica gel. The filtrate was evaporated to give 105 mg of the sub-title compound. The solvent is C(Cl)(Cl)Cl (CHCl3). Reactants: CC(=O)Cl, CCN(C(C)C)C(C)C, ClCCl, Nc1ccc([N+](=O)[O-])c(N2CCCCC2)c1. The product is CC(=O)Nc1ccc([N+](=O)[O-])c(N2CCCCC2)c1. RXN SMILES: [CH3:26][C:27]([Cl:28])=[O:29].[CH:17]([N:18]([CH2:19][CH3:20])[CH:21]([CH3:22])[CH3:23])([CH3:24])[CH3:25].[Cl:30][CH2:31][Cl:32].[N+:1](=[O:2])([O-:3])[c:4]1[c:5]([N:11]2[CH2:12][CH2:13][CH2:14][CH2:15][CH2:16]2)[cH:6][c:7]([NH2:10])[cH:8][cH:9]1>>[N+:1](=[O:2])([O-:3])[c:4]1[c:5]([N:11]2[CH2:12][CH2:13][CH2:14][CH2:15][CH2:16]2)[cH:6][c:7]([NH:10][C:27]([CH3:26])=[O:29])[cH:8][cH:9]1. Starting materials: O1C(CCCCCCCCC1=O)=O (Oxacycloundecane-2,11-dione), C(C)(=O)OC1=CC=C(C=C1)OC(C)=O (1,4-diacetoxy-benzene), [Cl-].[Cl-].[Cl-].[Al+3] (Aluminum (III) trichloride). Run in C(=S)=S (carbon disulfide). Conditions: time 72 hour. Yields the product OC1=C(C=C(C=C1)O)C(CCCCCCCCC(=O)O)=O (10-(2,5-Dihydroxy-phenyl)-10-oxo-decanoic acid). The yield is 2.6%. As a reaction SMILES: [O:1]1[C:11](=[O:12])[CH2:10][CH2:9][CH2:8][CH2:7][CH2:6][CH2:5][CH2:4][CH2:3][C:2]1=[O:13].C([O:17][C:18]1[CH:23]=[CH:22][C:21]([O:24]C(=O)C)=[CH:20][CH:19]=1)(=O)C.[Cl-].[Cl-].[Cl-].[Al+3]>C(=S)=S>[OH:17][C:18]1[CH:23]=[CH:22][C:21]([OH:24])=[CH:20][C:19]=1[C:2](=[O:13])[CH2:3][CH2:4][CH2:5][CH2:6][CH2:7][CH2:8][CH2:9][CH2:10][C:11]([OH:1])=[O:12] |f:2.3.4.5|. Procedure details: To a 500 mL flask, equipped with mechanical stirrer and under inert atmosphere, was added the previously made Oxacycloundecane-2,11-dione (37.95 g, 206 mmol), 1,4-diacetoxy-benzene (20 g, 103 mmol), and 200 mL carbon disulfide. Aluminum (III) trichloride (68.7 g, 515 mmol) was added and the reaction stirred for 72 hours. Carbon disulfide was decanted away, and ice was carefully added until most of mixture was dissolved. The insoluble material was collected by suction filtration and washed with 2... Starting materials: Cc1ccccc1B(O)O, CC(C)O, [Na+], [Na+], O=C([O-])[O-], Cc1ccccc1, CC(C)(C)OC(=O)C(Cc1ccc(Br)nc1)NC(=O)OCC1c2ccccc2-c2ccccc21. The product is Cc1ccccc1-c1ccc(CC(NC(=O)OCC2c3ccccc3-c3ccccc32)C(=O)OC(C)(C)C)cn1. RXN SMILES: [CH3:35][c:36]1[c:37]([B:42]([OH:43])[OH:44])[cH:38][cH:39][cH:40][cH:41]1.[CH:58]([OH:59])([CH3:60])[CH3:61].[Na+:45].[Na+:46].[O-:47][C:48](=[O:49])[O-:50].[c:51]1([CH3:52])[cH:53][cH:54][cH:55][cH:56][cH:57]1.[cH:1]1[cH:2][cH:3][cH:4][c:5]2[c:13]1[CH:12]([CH2:14][O:15][C:16](=[O:17])[NH:18][CH:19]([C:20](=[O:21])[O:22][C:23]([CH3:24])([CH3:25])[CH3:26])[CH2:27][c:28]1[cH:29][n:30][c:31]([Br:34])[cH:32][cH:33]1)[c:11]1[c:6]-2[cH:7][cH:8][cH:9][cH:10]1>>[cH:1]1[cH:2][cH:3][cH:4][c:5]2[c:13]1[CH:12]([CH2:14][O:15][C:16](=[O:17])[NH:18][CH:19]([C:20](=[O:21])[O:22][C:23]([CH3:24])([CH3:25])[CH3:26])[CH2:27][c:28]1[cH:29][n:30][c:31](-[c:37]3[c:36]([CH3:35])[cH:41][cH:40][cH:39][cH:38]3)[cH:32][cH:33]1)[c:11]1[c:6]-2[cH:7][cH:8][cH:9][cH:10]1. Starting materials: BrCCCCCCBr, CCOC(=O)C(C)C, C1CCOC1, CC(C)[N-]C(C)C, CN1CCCN(C)C1=O, [Cl-], [Li+], [NH4+]. Yields the product CCOC(=O)C(C)(C)CCCCCCBr. As a reaction SMILES: [Br:17][CH2:18][CH2:19][CH2:20][CH2:21][CH2:22][CH2:23][Br:24].[C:9]([CH:10]([CH3:11])[CH3:12])(=[O:13])[O:14][CH2:15][CH3:16].[CH2:27]1[O:28][CH2:29][CH2:30][CH2:31]1.[CH3:2][CH:3]([N-:4][CH:5]([CH3:6])[CH3:7])[CH3:8].[CH3:32][N:33]1[CH2:34][CH2:35][CH2:36][N:37]([CH3:38])[C:39]1=[O:40].[Cl-:25].[Li+:1].[NH4+:26]>>[C:9]([C:10]([CH3:11])([CH3:12])[CH2:18][CH2:19][CH2:20][CH2:21][CH2:22][CH2:23][Br:24])(=[O:13])[O:14][CH2:15][CH3:16]. Reactants: CC1(C)Oc2ccc(C#N)cc2C2OC21, O=c1[nH]oc2ccccc12. Product: CC1(C)Oc2ccc(C#N)cc2C(Oc2noc3ccccc23)C1O. Reaction SMILES: [CH3:1][C:2]1([CH3:15])[CH:3]2[CH:4]([c:5]3[cH:6][c:7]([C:12]#[N:13])[cH:8][cH:9][c:10]3[O:11]1)[O:14]2.[o:16]1[nH:17][c:18](=[O:25])[c:19]2[c:20]1[cH:21][cH:22][cH:23][cH:24]2>>[CH3:1][C:2]1([CH3:15])[CH:3]([OH:14])[CH:4]([O:25][c:18]2[n:17][o:16][c:20]3[c:19]2[cH:24][cH:23][cH:22][cH:21]3)[c:5]2[cH:6][c:7]([C:12]#[N:13])[cH:8][cH:9][c:10]2[O:11]1.